Dataset: the Open Reaction Database (ORD), a public repository of structured organic reaction records. Task: describe an organic reaction: reactants, conditions, products, and yield Starting materials: C(C1=CC=CC=C1)OC1=CC=C2C=C(COC2=C1)C(=O)OC(C)(C)C (tert-butyl 7-(benzyloxy)-2H-chromene-3-carboxylate), CO (methanol). The reagents and catalysts are [Pd] (Pd—C). The solvent is C(C)(=O)OCC (ethyl acetate). Product: OC1=CC=C2CC(COC2=C1)C(=O)OC(C)(C)C (tert-butyl 7-hydroxychromane-3-carboxylate). The yield is 62.4%. RXN SMILES: C([O:8][C:9]1[CH:18]=[C:17]2[C:12]([CH:13]=[C:14]([C:19]([O:21][C:22]([CH3:25])([CH3:24])[CH3:23])=[O:20])[CH2:15][O:16]2)=[CH:11][CH:10]=1)C1C=CC=CC=1.CO>C(OCC)(=O)C.[Pd]>[OH:8][C:9]1[CH:18]=[C:17]2[C:12]([CH2:13][CH:14]([C:19]([O:21][C:22]([CH3:25])([CH3:24])[CH3:23])=[O:20])[CH2:15][O:16]2)=[CH:11][CH:10]=1. Procedure: tert-butyl 7-(benzyloxy)-2H-chromene-3-carboxylate (13 g) was dissolved in ethyl acetate (15 ml) and methanol (5 ml) in a hydrogenation bottle. Pd—C (10%) (1 g) was added and the reaction mixture was hydrogenated (H2, 70 psi & RT) for overnight. After the completion of the reaction, catalyst was filtered and washed with 100 ml of ethyl acetate. Solvent was evaporated and the crude product was purified using column chromatography and ethyl acetate hexane mixture to give 6 g of pure product (48.3%... Conditions: temperature 90 celsius. RXN SMILES: [CH3:1][N:2]([CH3:19])[S:3]([CH2:6][CH2:7][NH:8]C(=O)OCC1C=CC=CC=1)(=[O:5])=[O:4].CCOCC.[ClH:25]>>[Cl-:25].[CH3:1][N:2]([CH3:19])[S:3]([CH2:6][CH2:7][NH3+:8])(=[O:5])=[O:4] |f:3.4|. The product is [Cl-].CN(S(=O)(=O)CC[NH3+])C (2-[(dimethylamino)sulfonyl]ethanaminium chloride). Reactants: CN(S(=O)(=O)CCNC(OCC1=CC=CC=C1)=O)C (Benzyl 2-[(dimethylamino)sulfonyl]ethylcarbamate), Cl (HCl), Cl (HCl), CCOCC (ether). Procedure: Benzyl 2-[(dimethylamino)sulfonyl]ethylcarbamate (8.8 g, 30.7 mmol) was suspended/dissolved in 6N HCl (75 mL) and the mixture was heated to 90° C. The solids dissolved. After 1.5 hours the reaction was cooled and extracted with ether. The aqueous layer was evaporated to give a sticky white solid. The ether layer was found to contain unreacted starting material. This was retreated with 6 N HCl at room temperature overnight. The reaction was washed with ether and the aqueous layer combined with th...